This data is from the Open Reaction Database (ORD), a public repository of structured organic reaction records. The task is: describe an organic reaction: reactants, conditions, products, and yield The reactants are C(C)OC(CCN1C=CC2=C(CC1=O)C=C(C(=C2)OC)OC)OCC (3-(7,8-Dimethoxy-1,3-dihydro-2H-3-benzazepin-2-on-3-yl)-propionaldehyde diethyl acetal), C(C)O (ethanol). Run in S(O)(O)(=O)=O (sulphuric acid). The product is COC1=CC2=C(CC(N(C=C2)CCC=O)=O)C=C1OC (3-(7,8-Dimethoxy-1,3-dihydro-2H-3-benzazepin-2-on-3-yl)-propionaldehyde). As a reaction SMILES: C([O:3][CH:4](OCC)[CH2:5][CH2:6][N:7]1[C:13](=[O:14])[CH2:12][C:11]2[CH:15]=[C:16]([O:21][CH3:22])[C:17]([O:19][CH3:20])=[CH:18][C:10]=2[CH:9]=[CH:8]1)C.C(O)C>S(=O)(=O)(O)O>[CH3:20][O:19][C:17]1[C:16]([O:21][CH3:22])=[CH:15][C:11]2[CH2:12][C:13](=[O:14])[N:7]([CH2:6][CH2:5][CH:4]=[O:3])[CH:8]=[CH:9][C:10]=2[CH:18]=1. Procedure: First, 3-(7,8-Dimethoxy-1,3-dihydro-2H-3-benzazepin-2-on-3-yl)-propionaldehyde diethyl acetal (3.5 g, 0.01 mol) is heated in 2N sulphuric acid (50 ml) and ethanol (50 ml) to 40° C. for 2 hours. The alcohol is then distilled off in vacuo, the residue is made alkaline with saturated potassium carbonate solution with cooling and extracted several times with ethyl acetate. The ethyl acetate extract is extracted twice with sodium hydrogensulphite solution. The bisulphite extract is acidified with con... Starting materials: CI, CO, COC(=O)NCc1cc(C(C#N)=NO)ccc1Cl. Product: CON=C(C#N)c1ccc(Cl)c(CNC(=O)OC)c1. RXN SMILES: [CH3:19][I:20].[CH3:21][OH:22].[Cl:1][c:2]1[c:3]([CH2:13][NH:14][C:15](=[O:16])[O:17][CH3:18])[cH:4][c:5]([C:8]([C:9]#[N:10])=[N:11][OH:12])[cH:6][cH:7]1>>[Cl:1][c:2]1[c:3]([CH2:13][NH:14][C:15](=[O:16])[O:17][CH3:18])[cH:4][c:5]([C:8]([C:9]#[N:10])=[N:11][O:12][CH3:19])[cH:6][cH:7]1. Reactants: COCC=1N=C(OC1)CN1N=CC(=N1)[N+](=O)[O-] (4-(methoxymethyl)-2-((4-nitro-2H-1,2,3-triazol-2-yl)methyl)oxazole), [NH4+].[Cl-] (NH4Cl), N#N (N2). The reagents and catalysts are [Fe] (iron). Solvent: CCO (EtOH), O (water). Conditions: temperature 85 celsius, time 15 minute. Yields the product COCC=1N=C(OC1)CN1N=CC(=N1)N (2-((4-(Methoxymethyl)oxazol-2-yl)methyl)-2H-1,2,3-triazol-4-amine). Reaction SMILES: N#N.[CH3:3][O:4][CH2:5][C:6]1[N:7]=[C:8]([CH2:11][N:12]2[N:16]=[C:15]([N+:17]([O-])=O)[CH:14]=[N:13]2)[O:9][CH:10]=1.[NH4+].[Cl-]>CCO.O.[Fe]>[CH3:3][O:4][CH2:5][C:6]1[N:7]=[C:8]([CH2:11][N:12]2[N:16]=[C:15]([NH2:17])[CH:14]=[N:13]2)[O:9][CH:10]=1 |f:2.3|. Procedure: In a flame dried round-bottomed flask equipped with a magnetic stir bar and under inert atmosphere (N2), a mixture of 4-(methoxymethyl)-2-((4-nitro-2H-1,2,3-triazol-2-yl)methyl)oxazole (1.46 g, 6.10 mmol), iron powder (1.03 g, 18.31 mmol) and NH4Cl (1.65 g, 30.52 mmol) in a mixture of EtOH (30.0 mL) and water (15.0 mL) was stirred at 85° C. for 15 min. The reaction mixture was filtered while hot and concentrated under reduced pressure. CH2Cl2 (55 mL) was added followed by 1N NaOH (33 mL). The la... Starting materials: CCO, Cl, [K+], [OH-], O, CCOC(=O)c1ccc(NCCCCCCOc2ccc3ccccc3c2)cc1. The product is O=C(O)c1ccc(NCCCCCCOc2ccc3ccccc3c2)cc1. Reaction SMILES: [CH3:32][CH2:33][OH:34].[ClH:35].[K+:31].[OH-:30].[OH2:36].[cH:1]1[c:2]([O:11][CH2:12][CH2:13][CH2:14][CH2:15][CH2:16][CH2:17][NH:18][c:19]2[cH:20][cH:21][c:22]([C:23](=[O:24])[O:25][CH2:26][CH3:27])[cH:28][cH:29]2)[cH:3][cH:4][c:5]2[cH:6][cH:7][cH:8][cH:9][c:10]12>>[cH:1]1[c:2]([O:11][CH2:12][CH2:13][CH2:14][CH2:15][CH2:16][CH2:17][NH:18][c:19]2[cH:20][cH:21][c:22]([C:23](=[O:24])[OH:25])[cH:28][cH:29]2)[cH:3][cH:4][c:5]2[cH:6][cH:7][cH:8][cH:9][c:10]12. Reactants: O=C(Cl)c1ccc(Cl)cc1, CC(C)(C)OC(=O)N1CCC(c2ccc(OCCO)cc2)C(OCc2ccc3ccccc3c2)C1. The product is CC(C)(C)OC(=O)N1CCC(c2ccc(OCCOC(=O)c3ccc(Cl)cc3)cc2)C(OCc2ccc3ccccc3c2)C1. Reaction SMILES: [Cl:36][C:37](=[O:38])[c:39]1[cH:40][cH:41][c:42]([Cl:43])[cH:44][cH:45]1.[OH:1][CH2:2][CH2:3][O:4][c:5]1[cH:6][cH:7][c:8]([CH:11]2[CH:12]([O:24][CH2:25][c:26]3[cH:27][c:28]4[cH:29][cH:30][cH:31][cH:32][c:33]4[cH:34][cH:35]3)[CH2:13][N:14]([C:17](=[O:18])[O:19][C:20]([CH3:21])([CH3:22])[CH3:23])[CH2:15][CH2:16]2)[cH:9][cH:10]1>>[O:1]([CH2:2][CH2:3][O:4][c:5]1[cH:6][cH:7][c:8]([CH:11]2[CH:12]([O:24][CH2:25][c:26]3[cH:27][c:28]4[cH:29][cH:30][cH:31][cH:32][c:33]4[cH:34][cH:35]3)[CH2:13][N:14]([C:17](=[O:18])[O:19][C:20]([CH3:21])([CH3:22])[CH3:23])[CH2:15][CH2:16]2)[cH:9][cH:10]1)[C:37](=[O:38])[c:39]1[cH:40][cH:41][c:42]([Cl:43])[cH:44][cH:45]1. The reactants are ClC=1N=NC(=CC1C)C1=CC(=CC=C1)Cl (3-Chloro-6-(m-chlorophenyl)-4-methylpyridazine), [H][H] (hydrogen). The reagents and catalysts are [Pd] (palladium on carbon). The solvent is C(C)(=O)O (acetic acid). Yields the product ClC=1C=C(C=CC1)C=1N=NC=C(C1)C (3-(m-chlorophenyl)-5-methylpyridazine). Reaction SMILES: Cl[C:2]1[N:3]=[N:4][C:5]([C:9]2[CH:14]=[CH:13][CH:12]=[C:11]([Cl:15])[CH:10]=2)=[CH:6][C:7]=1[CH3:8].[H][H]>C(O)(=O)C.[Pd]>[Cl:15][C:11]1[CH:10]=[C:9]([C:5]2[N:4]=[N:3][CH:2]=[C:7]([CH3:8])[CH:6]=2)[CH:14]=[CH:13][CH:12]=1. Procedure: 3-Chloro-6-(m-chlorophenyl)-4-methylpyridazine (7.2 g) is partially dissolved in 150 mL of acetic acid containing 1.5 g of 10% palladium on carbon. The mixture is shaken on the Parr hydrogenator until the theoretical amount of hydrogen is consumed. The reactants are C1CCNCC1, CCO, O=Cc1cnn2ccc(Nc3ccc(Cl)cc3)nc12, O=C1CSC(=O)N1. The product is O=C1NC(=O)C(=Cc2cnn3ccc(Nc4ccc(Cl)cc4)nc23)S1. Reaction SMILES: [CH2:27]1[CH2:28][CH2:29][NH:30][CH2:31][CH2:32]1.[CH3:33][CH2:34][OH:35].[Cl:1][c:2]1[cH:3][cH:4][c:5]([NH:8][c:9]2[n:10][c:11]3[n:12]([cH:13][cH:14]2)[n:15][cH:16][c:17]3[CH:18]=[O:19])[cH:6][cH:7]1.[S:20]1[C:21](=[O:26])[NH:22][C:23](=[O:25])[CH2:24]1>>[Cl:1][c:2]1[cH:3][cH:4][c:5]([NH:8][c:9]2[n:10][c:11]3[n:12]([cH:13][cH:14]2)[n:15][cH:16][c:17]3[CH:18]=[C:24]2[S:20][C:21](=[O:26])[NH:22][C:23]2=[O:25])[cH:6][cH:7]1. Reactants: C(C)OC(C(C)Br)=O (2-bromo-propionic acid ethyl ester), C(C1=CC=CC=C1)N (benzylamine), C([O-])([O-])=O.[K+].[K+] (potassium carbonate). Run in CC#N (MeCN), CCOC(=O)C (EtOAc). Run at temperature 20 celsius. Product: C(C)OC(C(C)NCC1=CC=CC=C1)=O (2-benzylamino-propionic acid ethyl ester). RXN SMILES: [CH2:1]([O:3][C:4](=[O:8])[CH:5](Br)[CH3:6])[CH3:2].[CH2:9]([NH2:16])[C:10]1[CH:15]=[CH:14][CH:13]=[CH:12][CH:11]=1.C(=O)([O-])[O-].[K+].[K+]>CC#N.CCOC(C)=O>[CH2:1]([O:3][C:4](=[O:8])[CH:5]([NH:16][CH2:9][C:10]1[CH:15]=[CH:14][CH:13]=[CH:12][CH:11]=1)[CH3:6])[CH3:2] |f:2.3.4|. Procedure: To a solution of 2-bromo-propionic acid ethyl ester (1 eq.) in MeCN was added benzylamine (0.9 eq.) and potassium carbonate (1.5 eq.). The reaction was refluxed for 4 h then cooled to 20° C. and diluted with EtOAc. The crude was filtered, the filtrate was concentrated under reduced pressure, then purified by chromatography on silica gel (elution with heptane/EtOAc: 7/3) to afford 2-benzylamino-propionic acid ethyl ester.